This data is from the Open Reaction Database (ORD), a public repository of structured organic reaction records. The task is: describe an organic reaction: reactants, conditions, products, and yield The reactants are [N+](=O)([O-])C1=C(C=CC(=C1)[N+](=O)[O-])CC(C(=O)OC)C (methyl 3-(2,4-dinitrophenyl)-2-methylpropanoate). The reagents and catalysts are [Pd] (Pd on carbon). Solvent: CC(C)(C)O (t-BuOH). Conditions: temperature 50 celsius, time 72 hour. Yields the product NC1=CC=C2CC(C(NC2=C1)=O)C (7-amino-3-methyl-3,4-dihydroquinolin-2(1H)-one). The yield is 96.9%. Reaction SMILES: [N+:1]([C:4]1[CH:9]=[C:8]([N+:10]([O-])=O)[CH:7]=[CH:6][C:5]=1[CH2:13][CH:14]([CH3:19])[C:15](OC)=[O:16])([O-])=O>[Pd].CC(O)(C)C>[NH2:10][C:8]1[CH:9]=[C:4]2[C:5]([CH2:13][CH:14]([CH3:19])[C:15](=[O:16])[NH:1]2)=[CH:6][CH:7]=1. Procedure: A flask was charged with methyl 3-(2,4-dinitrophenyl)-2-methylpropanoate (1.1 g, 4.1 mmol), 10 wt % Pd on carbon (0.25 g, 2.3 mmol), and t-BuOH (15 mL). The mixture was degassed with H2 three times and was stirred for about 72 h at about 50° C. The mixture was filtered and the filtrate was concentrated under reduced pressure to give 7-amino-3-methyl-3,4-dihydroquinolin-2(1H)-one (0.70 g, 92%): LC/MS (Table 2, Method g) Rt=1.04 min; MS m/z: 177 (M+H)+. Reaction SMILES: [H-].[Al+3].[Li+].[H-].[H-].[H-].[C:7]([O:11][C:12](=[O:31])[N:13]([CH:16]([CH3:30])[CH2:17][C:18]1[CH:29]=[CH:28][C:21]2[O:22][CH:23]([C:25](=O)[NH2:26])[O:24][C:20]=2[CH:19]=1)[CH2:14][CH3:15])([CH3:10])([CH3:9])[CH3:8]>C1COCC1>[C:7]([O:11][C:12](=[O:31])[N:13]([CH:16]([CH3:30])[CH2:17][C:18]1[CH:29]=[CH:28][C:21]2[O:22][CH:23]([CH2:25][NH2:26])[O:24][C:20]=2[CH:19]=1)[CH2:14][CH3:15])([CH3:8])([CH3:9])[CH3:10] |f:0.1.2.3.4.5|. Reported procedure: A flask containing 20 mL of freshly distilled THF was cooled to −60° C., and 615 mg (16.2 mmol) of lithium aluminum hydride (LAH) was added To the reaction mixture, a solution of 1.8 g (5.13 mmol) 2E in 20 mL of freshly distilled THF was added dropwise under argon atmosphere. The reaction mixture was allowed to stir at −60° C. for 20 minutes, 45 minutes at 0° C. and 2 hours at room temperature. The reaction was quenched with 430 μL of 15% NaOH and 3 mL of water and allowed to stir at room temper... The yield is 75.2%. Product: C(C)(C)(C)OC(N(CC)C(CC1=CC2=C(OC(O2)CN)C=C1)C)=O ([2-(2-aminomethyl-benzo[1,3]dioxol-5-yl)-1-methyl-ethyl]-ethyl-carbamic Acid Tert-butyl Ester). Starting materials: [H-].[Al+3].[Li+].[H-].[H-].[H-] (lithium aluminum hydride), C(C)(C)(C)OC(N(CC)C(CC1=CC2=C(OC(O2)C(N)=O)C=C1)C)=O ([2-(2-carbamoyl-benzo[1,3]dioxol-5-yl)-1-methyl-ethyl]-ethyl-carbamic Acid Tert-butyl Ester). Reaction conditions: temperature -60 celsius, time 2 hour. Solvent: C1CCOC1 (THF), C1CCOC1 (THF). Reactants: C(C(C)C)[C@@H]1CC[C@H](CC1)C(=O)O (trans-4-isobutyl-cyclohexanecarboxylic acid), CO (methanol). The reagents and catalysts are S(O)(O)(=O)=O (sulfuric acid). Yields the product COC(=O)[C@@H]1CC[C@H](CC1)CC(C)C (trans-4-Isobutyl-cyclohexanecarboxylic acid methyl ester). Reaction SMILES: [CH2:1]([C@H:5]1[CH2:10][CH2:9][C@H:8]([C:11]([OH:13])=[O:12])[CH2:7][CH2:6]1)[CH:2]([CH3:4])[CH3:3].[CH3:14]O>S(=O)(=O)(O)O>[CH3:14][O:12][C:11]([C@H:8]1[CH2:9][CH2:10][C@H:5]([CH2:1][CH:2]([CH3:4])[CH3:3])[CH2:6][CH2:7]1)=[O:13]. Procedure details: To a solution of cis/trans-4-isobutyl-cyclohexanecarboxylic acid (7:3) (1.0 g, 5.4 mmol) in methanol (54 ml) was added a catalytic amount of sulfuric acid (2 drops). The reaction mixture was heated at reflux for 16 h. The solvent was evaporated. The residue was diluted with tert-butyl methyl ether (100 ml) and washed with aqueous saturated sodium hydrogen carbonate solution (50 ml). The organic layer was dried over anhydrous sodium sulfate and concentrated to dryness to give the title compound (... Starting materials: NC1=C(C=C(C=C1)C(C)=O)I (1-(4-Amino-3-iodophenyl)ethanone), C([O-])([O-])=O.[Na+].[Na+] (sodium carbonate), FC=1C=C(CC2=CC=C(C(=O)NCCC#C[Si](CC)(CC)CC)C=C2)C=CC1 (4-(3-fluorobenzyl)-N-(4-(triethylsilyl)but-3-ynyl)benzamide), [Cl-].[Li+] (lithium chloride). Reagents/catalysts: [Pd](Cl)Cl (palladium(II) chloride), C1(=CC=CC=C1)P(C1=CC=CC=C1)[C-]1C=CC=C1.[C-]1(C=CC=C1)P(C1=CC=CC=C1)C1=CC=CC=C1.[Fe+2] (bis(diphenylphosphino)ferrocene). The solvent is CN(C)C=O (DMF). Run at temperature 100 celsius, time 18 hour. Yields the product C(C)(=O)C=1C=C2C(=C(NC2=CC1)[Si](CC)(CC)CC)CCNC(C1=CC=C(C=C1)CC1=CC(=CC=C1)F)=O (N-(2-(5-Acetyl-2-(triethylsilyl)-1H-indol-3-yl)ethyl)-4-(3-fluorobenzyl)benzamide). The yield is 21.3%. RXN SMILES: [NH2:1][C:2]1[CH:7]=[CH:6][C:5]([C:8](=[O:10])[CH3:9])=[CH:4][C:3]=1I.[F:12][C:13]1[CH:14]=[C:15]([CH:37]=[CH:38][CH:39]=1)[CH2:16][C:17]1[CH:36]=[CH:35][C:20]([C:21]([NH:23][CH2:24][CH2:25][C:26]#[C:27][Si:28]([CH2:33][CH3:34])([CH2:31][CH3:32])[CH2:29][CH3:30])=[O:22])=[CH:19][CH:18]=1.[Cl-].[Li+].C(=O)([O-])[O-].[Na+].[Na+]>CN(C=O)C.C1(P([C-]2C=CC=C2)C2C=CC=CC=2)C=CC=CC=1.[C-]1(P(C2C=CC=CC=2)C2C=CC=CC=2)C=CC=C1.[Fe+2].[Pd](Cl)Cl>[C:8]([C:5]1[CH:4]=[C:3]2[C:2](=[CH:7][CH:6]=1)[NH:1][C:27]([Si:28]([CH2:33][CH3:34])([CH2:31][CH3:32])[CH2:29][CH3:30])=[C:26]2[CH2:25][CH2:24][NH:23][C:21](=[O:22])[C:20]1[CH:19]=[CH:18][C:17]([CH2:16][C:15]2[CH:37]=[CH:38][CH:39]=[C:13]([F:12])[CH:14]=2)=[CH:36][CH:35]=1)(=[O:10])[CH3:9] |f:2.3,4.5.6,8.9.10|. Procedure details: 1-(4-Amino-3-iodophenyl)ethanone (0.100 g; 0.383 mmol), 4-(3-fluorobenzyl)-N-(4-(triethylsilyl)but-3-ynyl)benzamide 0.151 g; 0.383 mmol), bis(diphenylphosphino)ferrocene]palladium(II) chloride (0.016 g; 0.019 mmol), lithium chloride (0.016 mg; 0.383 mmol) and sodium carbonate (0.081 g; 0.766 mmol) were suspended in DMF (5 mL) and the mixture was stirred at 100° C. for 18 hours. The solution was concentrated under reduced pressure and diluted in ethyl acetate. The organic layer was successively w...